Dataset: the Open Reaction Database (ORD), a public repository of structured organic reaction records. Task: describe an organic reaction: reactants, conditions, products, and yield Starting materials: CCO, Cl, [K+], [OH-], O, CCOC(=O)c1cnn2c(-c3ccsc3)ccnc12. The product is O=C(O)c1cnn2c(-c3ccsc3)ccnc12. As a reaction SMILES: [CH2:24]([OH:25])[CH3:26].[ClH:22].[K+:21].[OH-:20].[OH2:23].[s:1]1[cH:2][c:3](-[c:6]2[cH:7][cH:8][n:9][c:10]3[n:11]2[n:12][cH:13][c:14]3[C:15](=[O:16])[O:17][CH2:18][CH3:19])[cH:4][cH:5]1>>[s:1]1[cH:2][c:3](-[c:6]2[cH:7][cH:8][n:9][c:10]3[n:11]2[n:12][cH:13][c:14]3[C:15](=[O:16])[OH:17])[cH:4][cH:5]1. The reactants are O=C(O)C1CCC1, O=C(NCCC1CC1)c1ccc(N2CCNCC2)nn1. Product: O=C(NCCC1CC1)c1ccc(N2CCN(C(=O)C3CCC3)CC2)nn1. As a reaction SMILES: [CH2:1]1[CH2:2][CH2:3][CH:4]1[C:5](=[O:6])[OH:7].[CH:8]1([CH2:11][CH2:12][NH:13][C:14](=[O:15])[c:16]2[n:17][n:18][c:19]([N:22]3[CH2:23][CH2:24][NH:25][CH2:26][CH2:27]3)[cH:20][cH:21]2)[CH2:9][CH2:10]1>>[CH2:1]1[CH2:2][CH2:3][CH:4]1[C:5](=[O:7])[N:25]1[CH2:24][CH2:23][N:22]([c:19]2[n:18][n:17][c:16]([C:14]([NH:13][CH2:12][CH2:11][CH:8]3[CH2:9][CH2:10]3)=[O:15])[cH:21][cH:20]2)[CH2:27][CH2:26]1.